Dataset: the Open Reaction Database (ORD), a public repository of structured organic reaction records. Task: describe an organic reaction: reactants, conditions, products, and yield Reactants: C1CCOC1, COC(=O)c1cccc(COc2ccc(C(=O)N3c4ccccc4C(N(C(C)=O)c4ccc(Cl)cc4)CC3C)cc2)c1, CO, [Li+], [OH-]. RXN SMILES: [CH2:47]1[O:48][CH2:49][CH2:50][CH2:51]1.[CH3:1][O:2][C:3]([c:4]1[cH:5][c:6]([CH2:10][O:11][c:12]2[cH:13][cH:14][c:15]([C:18](=[O:19])[N:20]3[CH:21]([CH3:41])[CH2:22][CH:23]([N:30]([c:31]4[cH:32][cH:33][c:34]([Cl:37])[cH:35][cH:36]4)[C:38]([CH3:39])=[O:40])[c:24]4[cH:25][cH:26][cH:27][cH:28][c:29]43)[cH:16][cH:17]2)[cH:7][cH:8][cH:9]1)=[O:42].[CH3:45][OH:46].[Li+:44].[OH-:43]>>[O:2]=[C:3]([c:4]1[cH:5][c:6]([CH2:10][O:11][c:12]2[cH:13][cH:14][c:15]([C:18](=[O:19])[N:20]3[CH:21]([CH3:41])[CH2:22][CH:23]([N:30]([c:31]4[cH:32][cH:33][c:34]([Cl:37])[cH:35][cH:36]4)[C:38]([CH3:39])=[O:40])[c:24]4[cH:25][cH:26][cH:27][cH:28][c:29]43)[cH:16][cH:17]2)[cH:7][cH:8][cH:9]1)[OH:42]. Product: CC(=O)N(c1ccc(Cl)cc1)C1CC(C)N(C(=O)c2ccc(OCc3cccc(C(=O)O)c3)cc2)c2ccccc21. Starting materials: IC1=C(C=C(C=C1)C)C (1-iodo-2,4-dimethylbenzene), C(CCC)C1CCN(CC1)CCCC#N (4-(4-n-Butylpiperidin-1-yl)butanenitrile), Mg, crude product, C(Cl)Cl.CO (CH2Cl2 MeOH). The solvent is CCOCC (Et2O), C(Cl)Cl (CH2Cl2). Conditions: time 8 hour. The product is C(CCC)C1CCN(CC1)CCCC(=O)C1=C(C=C(C=C1)C)C (4-n-Butyl-1-[4-(2,4-dimethylphenyl)-4-oxo-1-butyl]piperidine). Isolated yield 35.0%. Reaction SMILES: I[C:2]1[CH:7]=[CH:6][C:5]([CH3:8])=[CH:4][C:3]=1[CH3:9].[CH2:10]([CH:14]1[CH2:19][CH2:18][N:17]([CH2:20][CH2:21][CH2:22][C:23]#N)[CH2:16][CH2:15]1)[CH2:11][CH2:12][CH3:13].C(Cl)Cl.C[OH:29]>CCOCC.C(Cl)Cl>[CH2:10]([CH:14]1[CH2:19][CH2:18][N:17]([CH2:20][CH2:21][CH2:22][C:23]([C:2]2[CH:7]=[CH:6][C:5]([CH3:8])=[CH:4][C:3]=2[CH3:9])=[O:29])[CH2:16][CH2:15]1)[CH2:11][CH2:12][CH3:13] |f:2.3|. Procedure: In a 10 mL oven-dried flask charged with Mg turnings (95 mg, 3.9 mmol) which was activated under vacuum by the use of a heat-gun. Under inert atmosphere was added a suspension of 1-iodo-2,4-dimethylbenzene (0.69 g, 2.9 mmol) in Et2O (4.5 mL) under spontaneously reflux, and the reaction mixture was allowed to reflux for 3 hours. Compound 4 (0.41 g, 2.0 mmol) dissolved in CH2Cl2 (2 mL) was added under inert atmosphere to the reaction mixture and left stirring at rt overnight. The reaction mixture ... Reactants: ClC(Cl)Cl, Nc1c(Cl)cc(C(=O)O)c2c1CCO2, O=S(Cl)Cl. Product: Nc1c(Cl)cc(C(=O)Cl)c2c1CCO2. Reaction SMILES: [Cl:19][CH:20]([Cl:21])[Cl:22].[NH2:1][c:2]1[c:3]([Cl:14])[cH:4][c:5]([C:11](=[O:12])[OH:13])[c:6]2[c:7]1[CH2:8][CH2:9][O:10]2.[S:15]([Cl:16])([Cl:17])=[O:18]>>[NH2:1][c:2]1[c:3]([Cl:14])[cH:4][c:5]([C:11](=[O:12])[Cl:17])[c:6]2[c:7]1[CH2:8][CH2:9][O:10]2. The reactants are C(C=C)OC=1C=CC(=C(CO)C1)[N+](=O)[O-] (5-allyloxy-2-nitrobenzyl alcohol), ClC=1C=C(C(=O)OO)C=CC1 (m-chloroperoxybenzoic acid), allyl. Run in ClCCl (dichloromethane). The product is C(C1CO1)OC=1C=CC(=C(CO)C1)[N+](=O)[O-] (5-glycidyloxy-2-nitrobenzyl alcohol). RXN SMILES: [CH2:1]([O:4][C:5]1[CH:6]=[CH:7][C:8]([N+:13]([O-:15])=[O:14])=[C:9]([CH:12]=1)[CH2:10][OH:11])[CH:2]=[CH2:3].ClC1C=C(C=CC=1)C(OO)=[O:21]>ClCCl>[CH2:1]([O:4][C:5]1[CH:6]=[CH:7][C:8]([N+:13]([O-:15])=[O:14])=[C:9]([CH:12]=1)[CH2:10][OH:11])[CH:2]1[O:21][CH2:3]1. Reported procedure: 5-allyloxy-2-nitrobenzyl alcohol (7.3 g, 35 mmol) and m-chloroperoxybenzoic acid (77 wt. %, 9.4 g, 42 mmol) were dissolved in dichloromethane and refluxed until the allyl peaks disappeared from the 1H-NMR spectrum (approximately 48 hours). The reaction was then washed with aqueous sodium carbonate twice, water three times and then dried over sodium sulfate. The solvent was partially removed by rotary evaporation and then poured into hexanes to precipitate the product. The resulting solid was col...